Dataset: the Open Reaction Database (ORD), a public repository of structured organic reaction records. Task: describe an organic reaction: reactants, conditions, products, and yield Starting materials: O=C(Nc1ccc(Br)c(F)c1)c1ccccn1, CC(C)(C)[Si](C)(C)OC1CCOC1=O, O=C([O-])O, [Li]CCCC, [Na+], C1CCOC1. The product is CC(C)(C)[Si](C)(C)OC(CCO)C(=O)c1ccc(NC(=O)c2ccccn2)cc1F. RXN SMILES: [Br:6][c:7]1[c:8]([F:22])[cH:9][c:10]([NH:13][C:14](=[O:15])[c:16]2[n:17][cH:18][cH:19][cH:20][cH:21]2)[cH:11][cH:12]1.[C:23]([CH3:24])([CH3:25])([CH3:26])[Si:27]([O:28][CH:29]1[C:30](=[O:34])[O:31][CH2:32][CH2:33]1)([CH3:35])[CH3:36].[C:37](=[O:38])([OH:39])[O-:40].[CH2:1]([Li:2])[CH2:3][CH2:4][CH3:5].[Na+:41].[O:42]1[CH2:43][CH2:44][CH2:45][CH2:46]1>>[c:7]1([C:30]([CH:29]([O:28][Si:27]([C:23]([CH3:24])([CH3:25])[CH3:26])([CH3:35])[CH3:36])[CH2:33][CH2:32][OH:31])=[O:34])[c:8]([F:22])[cH:9][c:10]([NH:13][C:14](=[O:15])[c:16]2[n:17][cH:18][cH:19][cH:20][cH:21]2)[cH:11][cH:12]1. Starting materials: COC1=C(C=CC=C1)C=1N=C(SC1)N (4-(2-Methoxy-phenyl)-thiazol-2-ylamine), C(C1=CC=CC=C1)(=O)Cl (benzoyl chloride). The solvent is N1=CC=CC=C1 (pyridine). Reaction conditions: time 8 hour. Yields the product COC1=C(C=CC=C1)C=1N=C(SC1)NC(C1=CC=CC=C1)=O (N-[4-(2-Methoxy-phenyl)-thiazol-2-yl]-benzamide). RXN SMILES: [CH3:1][O:2][C:3]1[CH:8]=[CH:7][CH:6]=[CH:5][C:4]=1[C:9]1[N:10]=[C:11]([NH2:14])[S:12][CH:13]=1.[C:15](Cl)(=[O:22])[C:16]1[CH:21]=[CH:20][CH:19]=[CH:18][CH:17]=1>N1C=CC=CC=1>[CH3:1][O:2][C:3]1[CH:8]=[CH:7][CH:6]=[CH:5][C:4]=1[C:9]1[N:10]=[C:11]([NH:14][C:15](=[O:22])[C:16]2[CH:21]=[CH:20][CH:19]=[CH:18][CH:17]=2)[S:12][CH:13]=1. Procedure details: 4-(2-Methoxy-phenyl)-thiazol-2-ylamine (41.3 mg, 0.200 mmol) and benzoyl chloride (28.1 mg, 0.200 mmol) were dissolved in 1 mL of pyridine. The reaction mixture was stirred at room temperature overnight and then purified by reverse-phase preparative liquid chromatography (11.4 mg, 0.0367 mmol, 18.4%). ESI-MS m/z calc. 310.1. found 311.2 (M+1)+ Retention time 3.55 minutes. The reactants are ClC1=C(C=CC=2NC3=CC=CC=C3SC12)OC(C(C)C)=O (4-chloro-3-isobutyryloxy-10H-phenothiazine), CI (methyl iodide), [H-].[Na+] (sodium hydride), O (water). The solvent is CN(C)C=O (DMF). Reaction conditions: time 12 hour. Product: ClC1=C(C=CC=2N(C3=CC=CC=C3SC12)C)OC(C(C)C)=O (4-chloro-3-isobutyryloxy-10-methyl-10H-phenothiazine). Reaction SMILES: [Cl:1][C:2]1[C:15]2[S:14][C:13]3[C:8](=[CH:9][CH:10]=[CH:11][CH:12]=3)[NH:7][C:6]=2[CH:5]=[CH:4][C:3]=1[O:16][C:17](=[O:21])[CH:18]([CH3:20])[CH3:19].[CH3:22]I.[H-].[Na+].O>CN(C=O)C>[Cl:1][C:2]1[C:15]2[S:14][C:13]3[C:8](=[CH:9][CH:10]=[CH:11][CH:12]=3)[N:7]([CH3:22])[C:6]=2[CH:5]=[CH:4][C:3]=1[O:16][C:17](=[O:21])[CH:18]([CH3:19])[CH3:20] |f:2.3|. Reported procedure: To a solution of 4-chloro-3-isobutyrylox-10H-phenothiazine (see Example 8) (202 mg) in DMF (5 ml) was added methyl iodide (0.2 ml) and sodium hydride (18 mg) at 0° C. The reaction mixture was stirred at ambient temperature for 12 hours. To the reaction mixture was added water and the resulting aqueous layer extracted with EtOAc. The organic layers were collected, dried and evaporated to give a residue which was purified by chromatography on silica gel (plates) to give 100 mg of 4-chloro-3-isobut... Reactants: NC1=CC=C2C(=N1)C(=CN2)C=2CCN(CC2)CCC2=CC=CC=C2 (5-amino-3-(1-(2-phenyleth-1-yl)-1,2,3,6-tetrahydropyridin-4-yl)pyrrolo[3,2-b]pyridine), O1C(=CC=C1)C(=O)Cl (2-furoyl chloride). Yields the product O1C(=CC=C1)C(=O)NC1=CC=C2C(=N1)C(=CN2)C=2CCN(CC2)CCC2=CC=CC=C2 (5-(N-[2-furoyl]amino)-3-(1-(2-phenyleth-1-yl)-1,2,3,6-tetrahydropyridin-4-yl)pyrrolo[3,2-b]pyridine). As a reaction SMILES: [NH2:1][C:2]1[N:7]=[C:6]2[C:8]([C:11]3[CH2:12][CH2:13][N:14]([CH2:17][CH2:18][C:19]4[CH:24]=[CH:23][CH:22]=[CH:21][CH:20]=4)[CH2:15][CH:16]=3)=[CH:9][NH:10][C:5]2=[CH:4][CH:3]=1.[O:25]1[CH:29]=[CH:28][CH:27]=[C:26]1[C:30](Cl)=[O:31]>>[O:25]1[CH:29]=[CH:28][CH:27]=[C:26]1[C:30]([NH:1][C:2]1[N:7]=[C:6]2[C:8]([C:11]3[CH2:12][CH2:13][N:14]([CH2:17][CH2:18][C:19]4[CH:20]=[CH:21][CH:22]=[CH:23][CH:24]=4)[CH2:15][CH:16]=3)=[CH:9][NH:10][C:5]2=[CH:4][CH:3]=1)=[O:31]. Procedure: Beginning with 0.015 gm (0.047 mMol) 5-amino-3-(1-(2-phenyleth-1-yl)-1,2,3,6-tetrahydropyridin-4-yl)pyrrolo[3,2-b]pyridine and 0.006 mL (0.061 mMol) 2-furoyl chloride, the title compound was prepared essentially by the procedure described in Example 7. The reactants are ClC=1C(=NC=C(C1)Cl)C#N (3,5-dichloropicolinonitrile), CC1(OB(OC1(C)C)\C=C\C1=CC=CC=C1)C ((E)-4,4,5,5-tetramethyl-2-styryl-1,3,2-dioxaborolane), tetrakis(triphenyl-phosphine)palladium, C([O-])([O-])=O.[Na+].[Na+] (sodium carbonate). Solvent: C1(=CC=CC=C1)C.C(C)O (toluene ethanol), C(C)(=O)OCC (ethyl acetate), O (water). Reaction conditions: time 4 hour. The product is ClC=1C(=NC=C(C1)\C=C\C1=CC=CC=C1)C#N ((E)-3-chloro-5-styrylpicolinonitrile). Reaction SMILES: [Cl:1][C:2]1[C:3]([C:9]#[N:10])=[N:4][CH:5]=[C:6](Cl)[CH:7]=1.CC1(C)C(C)(C)OB(/[CH:19]=[CH:20]/[C:21]2[CH:26]=[CH:25][CH:24]=[CH:23][CH:22]=2)O1.C(=O)([O-])[O-].[Na+].[Na+]>C1(C)C=CC=CC=1.C(O)C.C(OCC)(=O)C.O>[Cl:1][C:2]1[C:3]([C:9]#[N:10])=[N:4][CH:5]=[C:6](/[CH:19]=[CH:20]/[C:21]2[CH:26]=[CH:25][CH:24]=[CH:23][CH:22]=2)[CH:7]=1 |f:2.3.4,5.6|. Procedure details: A solution of 3,5-dichloropicolinonitrile (1.0 eq.), (E)-4,4,5,5-tetramethyl-2-styryl-1,3,2-dioxaborolane (1.0 eq.), tetrakis(triphenyl-phosphine)palladium (5 mol %), and 2N aqueous sodium carbonate solution (3.4 eq.) in toluene/ethanol (2:1, 0.04 M) was stiffed at 100° C. for 2 hours, then 80° C. for 4 hours. After cooling to ambient temperature, the reaction content was diluted with ethyl acetate and water. The two phases were separated, and the aqueous layer was extracted twice with ethyl ace...